Dataset: the Open Reaction Database (ORD), a public repository of structured organic reaction records. Task: describe an organic reaction: reactants, conditions, products, and yield The reactants are CCCC[Sn](C=Cc1cc(-c2cc(F)cnc2OC)cc(C(C)(C)C)c1OC)(CCCC)CCCC, [Cl-], Nc1ccc(I)nc1, [Li+], O=C(C=Cc1ccccc1)C=Cc1ccccc1, CN(C)C=O, O=C(C=Cc1ccccc1)C=Cc1ccccc1, O=C(C=Cc1ccccc1)C=Cc1ccccc1, O, [Pd], [Pd], c1coc(P(c2ccco2)c2ccco2)c1. Product: COc1ncc(F)cc1-c1cc(C=Cc2ccc(N)cn2)c(OC)c(C(C)(C)C)c1. Reaction SMILES: [C:17]([CH3:18])([CH3:19])([CH3:20])[c:21]1[cH:22][c:23](-[c:44]2[c:45]([O:51][CH3:52])[n:46][cH:47][c:48]([F:50])[cH:49]2)[cH:24][c:25]([CH:29]=[CH:30][Sn:31]([CH2:32][CH2:33][CH2:34][CH3:35])([CH2:36][CH2:37][CH2:38][CH3:39])[CH2:40][CH2:41][CH2:42][CH3:43])[c:26]1[O:27][CH3:28].[Cl-:62].[I:53][c:54]1[n:55][cH:56][c:57]([NH2:60])[cH:58][cH:59]1.[Li+:61].[O:106]=[C:107]([CH:108]=[CH:109][c:110]1[cH:111][cH:112][cH:113][cH:114][cH:115]1)[CH:116]=[CH:117][c:118]1[cH:119][cH:120][cH:121][cH:122][cH:123]1.[O:63]=[CH:64][N:65]([CH3:66])[CH3:67].[O:70]=[C:71]([CH:72]=[CH:73][c:74]1[cH:75][cH:76][cH:77][cH:78][cH:79]1)[CH:80]=[CH:81][c:82]1[cH:83][cH:84][cH:85][cH:86][cH:87]1.[O:88]=[C:89]([CH:90]=[CH:91][c:92]1[cH:93][cH:94][cH:95][cH:96][cH:97]1)[CH:98]=[CH:99][c:100]1[cH:101][cH:102][cH:103][cH:104][cH:105]1.[OH2:124].[Pd:68].[Pd:69].[o:1]1[cH:2][cH:3][cH:4][c:5]1[P:6]([c:7]1[o:8][cH:9][cH:10][cH:11]1)[c:12]1[o:13][cH:14][cH:15][cH:16]1>>[C:17]([CH3:18])([CH3:19])([CH3:20])[c:21]1[cH:22][c:23](-[c:44]2[c:45]([O:51][CH3:52])[n:46][cH:47][c:48]([F:50])[cH:49]2)[cH:24][c:25]([CH:29]=[CH:30][c:54]2[n:55][cH:56][c:57]([NH2:60])[cH:58][cH:59]2)[c:26]1[O:27][CH3:28]. Run in C(=O)(C)C#N (AcCN), C(=O)(C)C#N (AcCN). The reactants are [C@@H]1(CCC2=CC=CC=C12)NC=1C2=C(N=CN1)N(C=C2)[C@H]2C=C[C@@H](C2)CO (((1R,4R)-4-{4-[(1S)-2,3-dihydro-1H-inden-1-ylamino]-7H-pyrrolo[2,3-d]pyrimidin-7-yl}cyclopent-2-en-1-yl)methanol), N1=CC=CC=C1 (pyridine), solution, ClS(=O)(=O)N (chlorosulfonamide). Conditions: time 1 hour. As a reaction SMILES: [C@@H:1]1([NH:10][C:11]2[C:12]3[CH:19]=[CH:18][N:17]([C@@H:20]4[CH2:24][C@@H:23]([CH2:25][OH:26])[CH:22]=[CH:21]4)[C:13]=3[N:14]=[CH:15][N:16]=2)[C:9]2[C:4](=[CH:5][CH:6]=[CH:7][CH:8]=2)[CH2:3][CH2:2]1.N1C=CC=CC=1.Cl[S:34]([NH2:37])(=[O:36])=[O:35]>C(C#N)(C)=O>[S:34](=[O:36])(=[O:35])([O:26][CH2:25][C@@H:23]1[CH2:24][C@@H:20]([N:17]2[C:13]3[N:14]=[CH:15][N:16]=[C:11]([NH:10][C@@H:1]4[C:9]5[C:4](=[CH:5][CH:6]=[CH:7][CH:8]=5)[CH2:3][CH2:2]4)[C:12]=3[CH:19]=[CH:18]2)[CH:21]=[CH:22]1)[NH2:37]. Procedure details: To a solution of ((1R,4R)-4-{4-[(1S)-2,3-dihydro-1H-inden-1-ylamino]-7H-pyrrolo[2,3-d]pyrimidin-7-yl}cyclopent-2-en-1-yl)methanol (35.7 mg, 0.103 mmol) and pyridine (0.0417 mL, 0.515 mmol) in AcCN (1.00 mL) at 0° C. under an atmosphere of nitrogen was added dropwise a 2.00 M solution of chlorosulfonamide in AcCN (0.260 mL, 0.520 mmol, as prepared in 1j). The solution was stirred for 1 hour. The reaction was quenched with saturated aqueous sodium bicarbonate solution and partitioned between water... Yields the product S(N)(OC[C@H]1C=C[C@@H](C1)N1C=CC2=C1N=CN=C2N[C@H]2CCC1=CC=CC=C21)(=O)=O (((1R,4R)-4-{4-[(1S)-2,3-Dihydro-1H-inden-1-ylamino]-7H-pyrrolo[2,3-d]-pyrimidin-7-yl}cyclopent-2-en-1-yl)methyl sulfamate). Isolated yield 66.0%. Reactants: C(C)(=O)N1CCC(CC1)C1=NSC(=N1)NC1=NC=C(C=C1SC1=CC=C(C(=O)OC)C=C1)OC1=CC=CC=C1 (Methyl 4-(2-(3-(1-acetylpiperidin-4-yl)-1,2,4-thiadiazol-5-ylamino)-5-phenoxypyridin-3-ylthio)benzoate), [OH-].[Na+] (NaOH). The solvent is CCO (EtOH). Run at temperature 60 celsius, time 1 hour. Product: C(C)(=O)N1CCC(CC1)C1=NSC(=N1)[N-]C1=NC=C(C=C1SC1=CC=C(C=C1)C(=O)[O-])OC1=CC=CC=C1.[Na+].[Na+] (sodium (3-(1-acetylpiperidin-4-yl)-1,2,4-thiadiazol-5-yl)(3-(4-carboxylatophenylthio)-5-phenoxypyridin-2-yl)amide). As a reaction SMILES: [C:1]([N:4]1[CH2:9][CH2:8][CH:7]([C:10]2[N:14]=[C:13]([NH:15][C:16]3[C:21]([S:22][C:23]4[CH:32]=[CH:31][C:26]([C:27]([O:29]C)=[O:28])=[CH:25][CH:24]=4)=[CH:20][C:19]([O:33][C:34]4[CH:39]=[CH:38][CH:37]=[CH:36][CH:35]=4)=[CH:18][N:17]=3)[S:12][N:11]=2)[CH2:6][CH2:5]1)(=[O:3])[CH3:2].[OH-].[Na+:41]>CCO>[C:1]([N:4]1[CH2:9][CH2:8][CH:7]([C:10]2[N:14]=[C:13]([N-:15][C:16]3[C:21]([S:22][C:23]4[CH:32]=[CH:31][C:26]([C:27]([O-:29])=[O:28])=[CH:25][CH:24]=4)=[CH:20][C:19]([O:33][C:34]4[CH:35]=[CH:36][CH:37]=[CH:38][CH:39]=4)=[CH:18][N:17]=3)[S:12][N:11]=2)[CH2:6][CH2:5]1)(=[O:3])[CH3:2].[Na+:41].[Na+:41] |f:1.2,4.5.6|. Procedure: Methyl 4-(2-(3-(1-acetylpiperidin-4-yl)-1,2,4-thiadiazol-5-ylamino)-5-phenoxypyridin-3-ylthio)benzoate (0.15 g, 0.26 mmol) in EtOH was treated with NaOH (0.56 mL, 0.56 mmol). The solution was stirred at 60° C. for 1 hour. The solution was concentrated to give sodium (3-(1-acetylpiperidin-4-yl)-1,2,4-thiadiazol-5-yl)(3-(4-carboxylatophenylthio)-5-phenoxypyridin-2-yl)amide as a solid. To this salt was added 1-(3-dimethylaminopropyl)-3-ethylcarbodiimide hydrochloride (0.066 g, 0.35 mmol), 1-hydroxy...